From a dataset of the Open Reaction Database (ORD), a public repository of structured organic reaction records. describe an organic reaction: reactants, conditions, products, and yield The reactants are COC1=C(C(=C(C=C1OCOC)OC)OCOC)CC1C(OC(OC1=O)(C)C)=O (1-[2,5-dimethoxy-3,6-bis(methoxymethoxy)phenyl]-1-(2,2-dimethyl-4,6-dioxo-1,3-dioxan-5-yl)methane), C(C)(=O)OCC (ethyl acetate). The reagents and catalysts are [Cu] (copper). Solvent: C(C)O (ethanol), N1=CC=CC=C1 (pyridine). The product is COC1=C(C(=C(C=C1OCOC)OC)OCOC)CCC(=O)OCC (ethyl 3-[2,5-dimethoxy-3,6-bis(methoxymethoxy)phenyl]propionate). RXN SMILES: [CH3:1][O:2][C:3]1[C:8]([O:9][CH2:10][O:11][CH3:12])=[CH:7][C:6]([O:13][CH3:14])=[C:5]([O:15][CH2:16][O:17][CH3:18])[C:4]=1[CH2:19][CH:20]1C(=O)O[C:23](C)([CH3:27])[O:22][C:21]1=[O:29].C(OCC)(=O)C>C(O)C.N1C=CC=CC=1.[Cu]>[CH3:1][O:2][C:3]1[C:8]([O:9][CH2:10][O:11][CH3:12])=[CH:7][C:6]([O:13][CH3:14])=[C:5]([O:15][CH2:16][O:17][CH3:18])[C:4]=1[CH2:19][CH2:20][C:21]([O:22][CH2:23][CH3:27])=[O:29]. Procedure details: 4.07 Grams of 1-[2,5-dimethoxy-3,6-bis(methoxymethoxy)phenyl]-1-(2,2-dimethyl-4,6-dioxo-1,3-dioxan-5-yl)methane was dissolved in 20 ml of ethanol and 40 ml of pyridine, then a catalytic amount of copper powder was added thereto and refluxed for 10 hours. The reaction mixture was filtered, and the filtrate was concentrated under reduced pressure, to the residue thus obtained was added 20 ml of ethyl acetate. The organic layer was washed with a diluted hydrochloric acid, water, a saturated sodium ... The reactants are P(=O)(Cl)(Cl)Cl (Phosphorus oxychloride), N1(CCCC1)CCOC1=CC=C(C=C1)NC1=NN2C(C=CC=C2C=2C=C(C(=O)O)C=CC2)=N1 (3-{2-[4-(2-pyrrolidin-1-yl-ethoxy)-phenylamino]-[1,2,4]triazolo[1,5-a]pyridin-5-yl}-benzoic acid), C(C1=CC=CC=C1)(=O)NN (benzhydrazide), ice water, C(O)([O-])=O.[Na+] (sodium hydrogencarbonate). The product is C1(=CC=CC=C1)C1=NN=C(O1)C=1C=C(C=CC1)C1=CC=CC=2N1N=C(N2)NC2=CC=C(C=C2)OCCN2CCCC2 ({5-[3-(5-Phenyl-[1,3,4]oxadiazol-2-yl)-phenyl]-[1,2,4]triazolo[1,5-a]pyridin-2-yl}-[4-(2-pyrrolidin-1-yl-ethoxy)-phenyl]-amine). As a reaction SMILES: P(Cl)(Cl)(Cl)=O.[N:6]1([CH2:11][CH2:12][O:13][C:14]2[CH:19]=[CH:18][C:17]([NH:20][C:21]3[N:38]=[C:24]4[CH:25]=[CH:26][CH:27]=[C:28]([C:29]5[CH:30]=[C:31]([CH:35]=[CH:36][CH:37]=5)[C:32](O)=[O:33])[N:23]4[N:22]=3)=[CH:16][CH:15]=2)[CH2:10][CH2:9][CH2:8][CH2:7]1.[C:39]([NH:47][NH2:48])(=O)[C:40]1[CH:45]=[CH:44][CH:43]=[CH:42][CH:41]=1.C(=O)([O-])O.[Na+]>>[C:40]1([C:39]2[O:33][C:32]([C:31]3[CH:30]=[C:29]([C:28]4[N:23]5[N:22]=[C:21]([NH:20][C:17]6[CH:16]=[CH:15][C:14]([O:13][CH2:12][CH2:11][N:6]7[CH2:10][CH2:9][CH2:8][CH2:7]7)=[CH:19][CH:18]=6)[N:38]=[C:24]5[CH:25]=[CH:26][CH:27]=4)[CH:37]=[CH:36][CH:35]=3)=[N:48][N:47]=2)[CH:45]=[CH:44][CH:43]=[CH:42][CH:41]=1 |f:3.4|. Procedure: Phosphorus oxychloride (5 ml) was added dropwise to 3-{2-[4-(2-pyrrolidin-1-yl-ethoxy)-phenylamino]-[1,2,4]triazolo[1,5-a]pyridin-5-yl}-benzoic acid (50 mg, 0.113 mmol) and benzhydrazide (15 mg, 0.113 mmol). The solution was heated to reflux overnight. Once cooled the reaction mixture was added gradually to ice/water. The solution was basified with saturated aqueous sodium hydrogencarbonate and subsequently extracted twice with dichloromethane. The organics were combined, washed several times wi... The reactants are CCCCO, C[Si](C)(C)Cl, Cc1ccc(S(=O)(=O)n2ccc3c(Nc4ccc5c(C)n[nH]c5c4)nc(Cl)nc32)cc1, CC(=O)N1CCN(c2ccc(N)cc2)CC1. Yields the product CC(=O)N1CCN(c2ccc(Nc3nc(Nc4ccc5c(C)n[nH]c5c4)c4ccn(S(=O)(=O)c5ccc(C)cc5)c4n3)cc2)CC1. As a reaction SMILES: [CH2:53]([OH:54])[CH2:55][CH2:56][CH3:57].[CH3:48][Si:49]([Cl:50])([CH3:51])[CH3:52].[Cl:1][c:2]1[n:3][c:4]([NH:21][c:22]2[cH:23][cH:24][c:25]3[c:26]([CH3:31])[n:27][nH:28][c:29]3[cH:30]2)[c:5]2[c:6]([n:7]1)[n:8]([S:11](=[O:12])(=[O:13])[c:14]1[cH:15][cH:16][c:17]([CH3:18])[cH:19][cH:20]1)[cH:9][cH:10]2.[NH2:32][c:33]1[cH:34][cH:35][c:36]([N:39]2[CH2:40][CH2:41][N:42]([C:45]([CH3:46])=[O:47])[CH2:43][CH2:44]2)[cH:37][cH:38]1>>[c:2]1([NH:32][c:33]2[cH:34][cH:35][c:36]([N:39]3[CH2:40][CH2:41][N:42]([C:45]([CH3:46])=[O:47])[CH2:43][CH2:44]3)[cH:37][cH:38]2)[n:3][c:4]([NH:21][c:22]2[cH:23][cH:24][c:25]3[c:26]([CH3:31])[n:27][nH:28][c:29]3[cH:30]2)[c:5]2[c:6]([n:7]1)[n:8]([S:11](=[O:12])(=[O:13])[c:14]1[cH:15][cH:16][c:17]([CH3:18])[cH:19][cH:20]1)[cH:9][cH:10]2.